Dataset: the Open Reaction Database (ORD), a public repository of structured organic reaction records. Task: describe an organic reaction: reactants, conditions, products, and yield The reactants are ClCCl, CN1CCOCC1, Cc1cccc(S(=O)(=O)Cl)c1, Cc1ccc(N)c(=O)n1CC(=O)OC(C)(C)C. The product is Cc1cccc(S(=O)(=O)Nc2ccc(C)n(CC(=O)OC(C)(C)C)c2=O)c1. RXN SMILES: [CH2:36]([Cl:37])[Cl:38].[CH3:18][N:19]1[CH2:20][CH2:21][O:22][CH2:23][CH2:24]1.[CH3:25][c:26]1[cH:27][c:28]([S:32](=[O:33])(=[O:34])[Cl:35])[cH:29][cH:30][cH:31]1.[NH2:1][c:2]1[c:3](=[O:17])[n:4]([CH2:9][C:10](=[O:11])[O:12][C:13]([CH3:14])([CH3:15])[CH3:16])[c:5]([CH3:8])[cH:6][cH:7]1>>[NH:1]([c:2]1[c:3](=[O:17])[n:4]([CH2:9][C:10](=[O:11])[O:12][C:13]([CH3:14])([CH3:15])[CH3:16])[c:5]([CH3:8])[cH:6][cH:7]1)[S:32]([c:28]1[cH:27][c:26]([CH3:25])[cH:31][cH:30][cH:29]1)(=[O:33])=[O:34]. Starting materials: OCC1=C(C=CC(=C1)[N+](=O)[O-])CCO (2-[2-(hydroxymethyl)-4-nitrophenyl]ethanol), C1(CCC(N1)=O)=O (succinimide), C1(=CC=CC=C1)P(C1=CC=CC=C1)C1=CC=CC=C1 (triphenylphosphine), N(=NC(=O)OCC)C(=O)OCC (diethyl azodicarboxylate). Solvent: C1CCOC1 (THF). Run at temperature 0 celsius, time 4 hour. Yields the product [N+](=O)([O-])C1=CC2=C(CCOC2)C=C1 (3,4-dihydro-7-nitro-1H-2-benzopyran). The yield is 66.3%. As a reaction SMILES: O[CH2:2][C:3]1[CH:8]=[C:7]([N+:9]([O-:11])=[O:10])[CH:6]=[CH:5][C:4]=1[CH2:12][CH2:13][OH:14].C1(=O)NC(=O)CC1.C1(P(C2C=CC=CC=2)C2C=CC=CC=2)C=CC=CC=1.N(C(OCC)=O)=NC(OCC)=O>C1COCC1>[N+:9]([C:7]1[CH:6]=[CH:5][C:4]2[CH2:12][CH2:13][O:14][CH2:2][C:3]=2[CH:8]=1)([O-:11])=[O:10]. Procedure details: A solution of 2-[2-(hydroxymethyl)-4-nitrophenyl]ethanol (Step 1, 1.65 g, 8.37 mmol), succinimide (829 mg, 8.37 mmol) and triphenylphosphine (2.46 g, 9.37 mmol) in dry THF at 0° C. under N2 is treated with diethyl azodicarboxylate (1.50 mL, 9.54 mmol) dropwise over 5 mins, and the resulting mixture is stirred at 0° C. for 4 hrs and then concentrated under reduced pressure. The residue is chromatographed on a Flash 40M silica gel (90 g, 32-63 μm) cartridge, eluting with EtOAc/heptane (10/90), and... Reactants: C(C)(C)(C)NS(=O)(=O)C=1SC(=CC1)C1=NC=CC(=C1)C1=NC(=CC(=N1)C1=CC(=C(C=C1)Cl)Cl)C(F)(F)F (5-{4-[4-(3,4-dichloro-phenyl)-6-trifluoromethyl-pyrimidin-2-yl]-pyridin-2-yl}-thiophene-2-sulfonic acid tert-butyl amide), C(=O)(C(F)(F)F)O (TFA). The solvent is ClCCl (dichloromethane). Run at time 15 hour. Product: ClC=1C=C(C=CC1Cl)C1=NC(=NC(=C1)C(F)(F)F)C1=CC(=NC=C1)C1=CC=C(S1)S(=O)(=O)N (5-{4-[4-(3,4-Dichloro-phenyl)-6-trifluoromethyl-pyrimidin-2-yl]-pyridin-2-yl}-thiophene-2-sulfonic acid amide). The yield is 53.9%. As a reaction SMILES: C([NH:5][S:6]([C:9]1[S:10][C:11]([C:14]2[CH:19]=[C:18]([C:20]3[N:25]=[C:24]([C:26]4[CH:31]=[CH:30][C:29]([Cl:32])=[C:28]([Cl:33])[CH:27]=4)[CH:23]=[C:22]([C:34]([F:37])([F:36])[F:35])[N:21]=3)[CH:17]=[CH:16][N:15]=2)=[CH:12][CH:13]=1)(=[O:8])=[O:7])(C)(C)C.C(O)(C(F)(F)F)=O>ClCCl>[Cl:33][C:28]1[CH:27]=[C:26]([C:24]2[CH:23]=[C:22]([C:34]([F:35])([F:36])[F:37])[N:21]=[C:20]([C:18]3[CH:17]=[CH:16][N:15]=[C:14]([C:11]4[S:10][C:9]([S:6]([NH2:5])(=[O:7])=[O:8])=[CH:13][CH:12]=4)[CH:19]=3)[N:25]=2)[CH:31]=[CH:30][C:29]=1[Cl:32]. Reported procedure: To a cooled and stirred solution of 5-{4-[4-(3,4-dichloro-phenyl)-6-trifluoromethyl-pyrimidin-2-yl]-pyridin-2-yl}-thiophene-2-sulfonic acid tert-butyl amide (0.41 g) in dichloromethane (6 mL) was added TFA (6 mL) and the reaction mixture was allowed to stir at room temperature for 15 h. The mixture was evaporated to dryness and saturated NaHCO3 solution (4 mL), diethyl ether and heptane were added. The mixture was stirred at room temperature for 1 h, the precipitate was collected by filtration a... The reactants are CS(=O)(=O)OCC1CC=2C(=C3C=CC(NC3=C(C2)C)=O)O1 (2-methanesulfonyloxymethyl-5-methyl -2,3,6,7-tetrahydrofuro[2,3-f]quinoline-7-one), I(=O)(=O)[O-].[Na+] (sodium iodate). Run in CN(C=O)C (dimethylformamide). Reaction conditions: temperature 100 celsius, time 2 hour. Product: ICC1CC=2C(=C3C=CC(NC3=C(C2)C)=O)O1 (2-Iodomethyl-5-methyl-2,3,6,7-tetrahydrofuro-[2,3-f]quinoline-7-one). Reaction SMILES: CS(O[CH2:6][CH:7]1[O:21][C:10]2=[C:11]3[C:16](=[C:17]([CH3:19])[CH:18]=[C:9]2[CH2:8]1)[NH:15][C:14](=[O:20])[CH:13]=[CH:12]3)(=O)=O.[I:22]([O-])(=O)=O.[Na+]>CN(C)C=O>[I:22][CH2:6][CH:7]1[O:21][C:10]2=[C:11]3[C:16](=[C:17]([CH3:19])[CH:18]=[C:9]2[CH2:8]1)[NH:15][C:14](=[O:20])[CH:13]=[CH:12]3 |f:1.2|. Procedure details: To a solution of 2-methanesulfonyloxymethyl-5-methyl -2,3,6,7-tetrahydrofuro[2,3-f]quinoline-7-one (931 mg) in dimethylformamide (20 ml), sodium iodate (4.5 g) was added, and the mixture was stirred at 100° C. for 2 hours. After completion of the reaction, the solvent was distilled off, and the residue was purified by silica gel column chromatography (eluent: chloroform) to obtain 1 g (assayed quantitatively) of the target compound as a light yellow powder. Starting materials: CC(=O)OCC1OC(OC(C)=O)C(OC(C)=O)C1OC(C)=O, O=C([O-])O, C[Si](C)(C)OS(=O)(=O)C(F)(F)F, CC#N, Clc1nc2ccccc2[nH]1, [Na+]. Product: CC(=O)OCC1OC(n2c(Cl)nc3ccccc32)C(OC(C)=O)C1OC(C)=O. Reaction SMILES: [C:23]([O:24][CH:27]1[CH:28]([O:29][C:30]([CH3:31])=[O:32])[CH:33]([O:34][C:35]([CH3:36])=[O:37])[CH:38]([CH2:40][O:41][C:42]([CH3:43])=[O:44])[O:39]1)(=[O:25])[CH3:26].[C:45](=[O:46])([O-:47])[OH:48].[CH3:11][Si:12]([O:13][S:14]([C:15]([F:16])([F:17])[F:18])(=[O:19])=[O:20])([CH3:21])[CH3:22].[CH3:50][C:51]#[N:52].[Cl:1][c:2]1[nH:3][c:4]2[c:5]([n:6]1)[cH:7][cH:8][cH:9][cH:10]2.[Na+:49]>>[Cl:1][c:2]1[n:3][c:4]2[c:5]([n:6]1[CH:27]1[CH:28]([O:29][C:30]([CH3:31])=[O:32])[CH:33]([O:34][C:35]([CH3:36])=[O:37])[CH:38]([CH2:40][O:41][C:42]([CH3:43])=[O:44])[O:39]1)[cH:7][cH:8][cH:9][cH:10]2. Reactants: CCOC(C)=O, Cc1ccc(OC(C)c2nnc(N)s2)cc1, O=C(Cl)Cl. The product is Cc1ccc(OC(C)c2nnc(N=C=O)s2)cc1. Reaction SMILES: [CH2:21]([O:22][C:23](=[O:24])[CH3:25])[CH3:26].[CH3:5][c:6]1[cH:7][cH:8][c:9]([O:10][CH:11]([CH3:12])[c:13]2[n:14][n:15][c:16]([NH2:18])[s:17]2)[cH:19][cH:20]1.[Cl:1][C:2]([Cl:3])=[O:4]>>[C:2](=[O:4])=[N:18][c:16]1[n:15][n:14][c:13]([CH:11]([O:10][c:9]2[cH:8][cH:7][c:6]([CH3:5])[cH:20][cH:19]2)[CH3:12])[s:17]1. Reactants: [H-].[Na+] (NaH), COC=1C=C2C=CN=C(C2=CC1OCC(F)(F)F)CSC=1NC2=C(N1)C=CC=C2 (2-{[6-methoxy-7-(2,2,2-trifluoroethoxy)isoquinolin-1-yl]methylthio}benzimidazole), C(C(C)(C)C)(=O)OCCl (chloromethyl pivalate). The solvent is CN(C)C=O (DMF). Run at time 10 minute. Product: objective compound, COC=1C=C2C=CN=C(C2=CC1OCC(F)(F)F)CSC1=NC2=C(N1COC(C(C)(C)C)=O)C=CC=C2 (2-{[6-methoxy-7-(2,2,2-trifluoroethoxy)isoquinolin-1-yl]methylthio}-1-pivaloyloxymethylbenzimidazole). Isolated yield 92.3%. Reaction SMILES: [H-].[Na+].[CH3:3][O:4][C:5]1[CH:6]=[C:7]2[C:12](=[CH:13][C:14]=1[O:15][CH2:16][C:17]([F:20])([F:19])[F:18])[C:11]([CH2:21][S:22][C:23]1[NH:24][C:25]3[CH:31]=[CH:30][CH:29]=[CH:28][C:26]=3[N:27]=1)=[N:10][CH:9]=[CH:8]2.[C:32]([O:38][CH2:39]Cl)(=[O:37])[C:33]([CH3:36])([CH3:35])[CH3:34]>CN(C=O)C>[CH3:3][O:4][C:5]1[CH:6]=[C:7]2[C:12](=[CH:13][C:14]=1[O:15][CH2:16][C:17]([F:19])([F:20])[F:18])[C:11]([CH2:21][S:22][C:23]1[N:24]([CH2:39][O:38][C:32](=[O:37])[C:33]([CH3:36])([CH3:35])[CH3:34])[C:25]3[CH:31]=[CH:30][CH:29]=[CH:28][C:26]=3[N:27]=1)=[N:10][CH:9]=[CH:8]2 |f:0.1|. Procedure: To a solution of 30.8 mg of 60% NaH (0.77 mmol) in 5 ml of dry DMF was added 293.6 mg of 2-{[6-methoxy-7-(2,2,2-trifluoroethoxy)isoquinolin-1-yl]methylthio}benzimidazole (Ia-7) (0.7 mmol) and the mixture was stirred for 10 min. at room temperature. The mixture was mixed with 126.5 mg of chloromethyl pivalate, stirred for 2 hr. at room temperature and allowed to stand overnight. After DMF was distilled off in vacuo, the residue was mixed with water and extracted with CH2Cl2. The CH2Cl2 layer was ... Reaction SMILES: [H:12][H:13].[NH2:1][CH2:2][CH2:3][NH:4][C:5]([O:6][C:7]([CH3:8])([CH3:9])[CH3:10])=[O:11].[O:14]=[C:15]1[CH2:16][CH2:17][CH2:18][CH2:19]1>>[NH:1]([CH2:2][CH2:3][NH:4][C:5]([O:6][C:7]([CH3:8])([CH3:9])[CH3:10])=[O:11])[CH:15]1[CH2:16][CH2:17][CH2:18][CH2:19]1. Starting materials: [H][H], CC(C)(C)OC(=O)NCCN, O=C1CCCC1. The product is CC(C)(C)OC(=O)NCCNC1CCCC1. The reactants are ClS(=O)(=O)C=1C=C(C(=O)Cl)C=CC1 (3-(chlorosulfonyl)benzoyl chloride), N1(CCCC1)C1CCNCC1 (4-(pyrrolidin-1-yl)piperidine), FC1=CC=C(N)C=C1 (4-fluoroaniline), C([O-])([O-])=O.[Na+].[Na+] (sodium carbonate). Run in ClCCl (dichloromethane), ClCCl (dichloromethane), CO (methanol). Reaction conditions: time 5 hour. Yields the product FC1=CC=C(C=C1)NS(=O)(=O)C1=CC(=CC=C1)C(=O)N1CCC(CC1)N1CCCC1 (N-(4-fluorophenyl)-3-[(4-pyrrolidin-1-ylpiperidin-1-yl)carbonyl]benzenesulfonamide). Reaction SMILES: Cl[S:2]([C:5]1[CH:6]=[C:7]([CH:11]=[CH:12][CH:13]=1)[C:8](Cl)=[O:9])(=[O:4])=[O:3].[N:14]1([CH:19]2[CH2:24][CH2:23][NH:22][CH2:21][CH2:20]2)[CH2:18][CH2:17][CH2:16][CH2:15]1.C(=O)([O-])[O-].[Na+].[Na+].[F:31][C:32]1[CH:38]=[CH:37][C:35]([NH2:36])=[CH:34][CH:33]=1>ClCCl.CO>[F:31][C:32]1[CH:38]=[CH:37][C:35]([NH:36][S:2]([C:5]2[CH:13]=[CH:12][CH:11]=[C:7]([C:8]([N:22]3[CH2:23][CH2:24][CH:19]([N:14]4[CH2:18][CH2:17][CH2:16][CH2:15]4)[CH2:20][CH2:21]3)=[O:9])[CH:6]=2)(=[O:4])=[O:3])=[CH:34][CH:33]=1 |f:2.3.4|. Procedure: To 3-(chlorosulfonyl)benzoyl chloride (0.178 g, 0.746 mmol) in anhydrous dichloromethane (10 mL) was added 4-(pyrrolidin-1-yl)piperidine (0.115 g, 0.746 mmol) in dichloromethane (4 mL) slowly over 10 minutes at room temperature. Then sodium carbonate (0.277 g, 2.61 mmol) was added. The mixture was stirred at room temperature for 5 hours. Then 4-fluoroaniline (0.83 g, 7.5 mmol) was added. The mixture was stirred at room temperature overnight. Then methanol (5 mL) was added, the mixture was stirre... Yields the product O=Cc1ccc(OCCc2ccc(O)cc2)cc1. The reactants are CC(=O)Oc1ccc(CCOc2ccc(C=O)cc2)cc1, CO, [NH4+], [OH-]. RXN SMILES: [C:3](=[O:4])([CH3:5])[O:6][c:7]1[cH:8][cH:9][c:10]([CH2:13][CH2:14][O:15][c:16]2[cH:17][cH:18][c:19]([CH:22]=[O:23])[cH:20][cH:21]2)[cH:11][cH:12]1.[CH3:24][OH:25].[NH4+:1].[OH-:2]>>[OH:6][c:7]1[cH:8][cH:9][c:10]([CH2:13][CH2:14][O:15][c:16]2[cH:17][cH:18][c:19]([CH:22]=[O:23])[cH:20][cH:21]2)[cH:11][cH:12]1.